This data is from the Open Reaction Database (ORD), a public repository of structured organic reaction records. The task is: describe an organic reaction: reactants, conditions, products, and yield Starting materials: ClC1=C(C(=NC2=CC(=CC=C12)F)C1=C(C=CC=C1)S(=O)(=O)C)C (4-chloro-7-fluoro-3-methyl-2-(2-(methylsulfonyl)phenyl)quinoline), O1CCOCC1 (1,4-dioxane), BrC=1C=C2C(=NC1)C(CN2)(C)C (6-bromo-3,3-dimethyl-2,3-dihydro-1H-pyrrolo[3,2-b]pyridine), Cl (hydrochloric acid). The solvent is CN1CCCC1=O (NMP). Run at temperature 150 celsius. Product: BrC=1C=C2C(=NC1)C(CN2C2=C(C(=NC1=CC(=CC=C21)F)C2=C(C=CC=C2)S(=O)(=O)C)C)(C)C (4-(6-bromo-3,3-dimethyl-2,3-dihydro-1H-pyrrolo[3,2-b]pyridin-1-yl)-7-fluoro-3-methyl-2-(2-(methylsulfonyl)-phenyl)quinoline). RXN SMILES: Cl[C:2]1[C:11]2[C:6](=[CH:7][C:8]([F:12])=[CH:9][CH:10]=2)[N:5]=[C:4]([C:13]2[CH:18]=[CH:17][CH:16]=[CH:15][C:14]=2[S:19]([CH3:22])(=[O:21])=[O:20])[C:3]=1[CH3:23].[Br:24][C:25]1[CH:26]=[C:27]2[NH:33][CH2:32][C:31]([CH3:35])([CH3:34])[C:28]2=[N:29][CH:30]=1.Cl.O1CCOCC1>CN1C(=O)CCC1>[Br:24][C:25]1[CH:26]=[C:27]2[N:33]([C:2]3[C:11]4[C:6](=[CH:7][C:8]([F:12])=[CH:9][CH:10]=4)[N:5]=[C:4]([C:13]4[CH:18]=[CH:17][CH:16]=[CH:15][C:14]=4[S:19]([CH3:22])(=[O:21])=[O:20])[C:3]=3[CH3:23])[CH2:32][C:31]([CH3:35])([CH3:34])[C:28]2=[N:29][CH:30]=1. Procedure: Prepared according to procedure L using 4-chloro-7-fluoro-3-methyl-2-(2-(methylsulfonyl)phenyl)quinoline (242 mg, 0.69 mmol) (described herein), 6-bromo-3,3-dimethyl-2,3-dihydro-1H-pyrrolo[3,2-b]pyridine (157 mg, 0.69 mmol) (described herein), 4.0 M hydrochloric acid in 1,4-dioxane (0.17 mL, 0.69 mmol), and NMP (1.2 mL). The reaction mixture was stirred and heated in a microwave at 150° C. for 120 min. Chromatography afforded 4-(6-bromo-3,3-dimethyl-2,3-dihydro-1H-pyrrolo[3,2-b]pyridin-1-yl)-7-f... Reactants: O=C(O)CC1CC2(CCN(C(=O)C=Cc3ccccc3C(F)(F)F)CC2)c2cc(F)ccc21, N, C1COCCO1. Product: NC(=O)CC1CC2(CCN(C(=O)C=Cc3ccccc3C(F)(F)F)CC2)c2cc(F)ccc21. Reaction SMILES: [F:2][c:3]1[cH:4][cH:5][c:6]2[c:10]([cH:11]1)[C:9]1([CH2:8][CH:7]2[CH2:31][C:32](=[O:33])[OH:34])[CH2:12][CH2:13][N:14]([C:17]([CH:18]=[CH:19][c:20]2[c:21]([C:26]([F:27])([F:28])[F:29])[cH:22][cH:23][cH:24][cH:25]2)=[O:30])[CH2:15][CH2:16]1.[NH3:1].[O:35]1[CH2:36][CH2:37][O:38][CH2:39][CH2:40]1>>[NH2:1][C:32]([CH2:31][CH:7]1[c:6]2[cH:5][cH:4][c:3]([F:2])[cH:11][c:10]2[C:9]2([CH2:8]1)[CH2:12][CH2:13][N:14]([C:17]([CH:18]=[CH:19][c:20]1[c:21]([C:26]([F:27])([F:28])[F:29])[cH:22][cH:23][cH:24][cH:25]1)=[O:30])[CH2:15][CH2:16]2)=[O:33]. The reactants are O=C1CCC(c2ccc3[nH]c(=O)oc3c2)CC1, NCCCc1ccc(F)cc1F. Yields the product O=c1[nH]c2ccc(C3CCC(NCCCc4ccc(F)cc4F)CC3)cc2o1. Reaction SMILES: [CH:1]1([c:8]2[cH:9][c:10]3[c:11]([nH:12][c:13](=[O:15])[o:14]3)[cH:16][cH:17]2)[CH2:2][CH2:3][C:4](=[O:7])[CH2:5][CH2:6]1.[F:18][c:19]1[c:20]([CH2:26][CH2:27][CH2:28][NH2:29])[cH:21][cH:22][c:23]([F:25])[cH:24]1>>[CH:1]1([c:8]2[cH:9][c:10]3[c:11]([nH:12][c:13](=[O:15])[o:14]3)[cH:16][cH:17]2)[CH2:2][CH2:3][CH:4]([NH:29][CH2:28][CH2:27][CH2:26][c:20]2[c:19]([F:18])[cH:24][c:23]([F:25])[cH:22][cH:21]2)[CH2:5][CH2:6]1. Reactants: FC1(C(C1)(C=C)C)F (2,2-difluoro-1-methyl-1-vinyl-cyclopropane), C(C)OCC (diethyl ether). Run at time 1 hour. Yields the product FC1(C(C1)(C)CCO)F (2-(2,2-difluoro-1-methyl-cyclopropyl)-ethanol). Isolated yield 55.0%. RXN SMILES: [F:1][C:2]1([F:8])[CH2:4][C:3]1([CH3:7])[CH:5]=[CH2:6].C([O:11]CC)C>>[F:1][C:2]1([F:8])[CH2:4][C:3]1([CH2:5][CH2:6][OH:11])[CH3:7]. Procedure details: 0.23 mol of diborane is produced from 6.7 g (0.18 mol) of sodium borohydride and 33 g (0.23 mol) of boron trifluoride etherate in 130 ml of diglyme, and, with the aid of a stream of nitrogen, is passed into a stirred solution of 30 g (0.25 mol) of 2,2-difluoro-1-methyl-1-vinyl-cyclopropane in 300 ml of dry diethyl ether, at room temperature. The reaction mixture is stirred for one hour more at room temperature and concentrated by stripping off the solvent and the excess alkene under reduced pres...